From a dataset of the Open Reaction Database (ORD), a public repository of structured organic reaction records. describe an organic reaction: reactants, conditions, products, and yield Reactants: Cc1cc(O)cc(C)n1, Cc1ncccc1Oc1ccc(-c2cn(C3CCc4c(F)cccc4N(CC(F)(F)F)C3=O)nn2)cc1. RXN SMILES: [CH3:38][c:39]1[n:40][c:41]([CH3:46])[cH:42][c:43]([OH:45])[cH:44]1.[F:1][c:2]1[cH:3][cH:4][cH:5][c:6]2[c:7]1[CH2:8][CH2:9][CH:10]([n:19]1[n:20][n:21][c:22](-[c:24]3[cH:25][cH:26][c:27]([O:30][c:31]4[c:32]([CH3:33])[n:34][cH:35][cH:36][cH:37]4)[cH:28][cH:29]3)[cH:23]1)[C:11](=[O:18])[N:12]2[CH2:13][C:14]([F:15])([F:16])[F:17]>>[F:1][c:2]1[cH:3][cH:4][cH:5][c:6]2[c:7]1[CH2:8][CH2:9][CH:10]([n:19]1[n:20][n:21][c:22](-[c:24]3[cH:25][cH:26][c:27]([O:30][c:43]4[cH:42][c:41]([CH3:46])[n:40][c:39]([CH3:38])[cH:44]4)[cH:28][cH:29]3)[cH:23]1)[C:11](=[O:18])[N:12]2[CH2:13][C:14]([F:15])([F:16])[F:17]. Yields the product Cc1cc(Oc2ccc(-c3cn(C4CCc5c(F)cccc5N(CC(F)(F)F)C4=O)nn3)cc2)cc(C)n1. Starting materials: BrC1=CC2=C(N(C=C(C2=O)C(=O)NCC2=CC=C(C=C2)Cl)C)O1 (2-Bromo-N-(4-chlorobenzyl)-7-methyl-4-oxo-4,7-dihydrofuro[2,3-b]pyridine-5-carboxamide), N1=C(C=CC=C1)C(CC#C)O (1-(pyridin-2-yl)but-3-yn-1-ol). The product is ClC1=CC=C(CNC(=O)C=2C(C3=C(N(C2)C)OC(=C3)C#CCC(C3=NC=CC=C3)O)=O)C=C1 (N-(4-Chlorobenzyl)-2-(4-hydroxy-4-pyridin-2-ylbut-1-ynyl)-7-methyl-4-oxo-4,7-dihydrofuro[2,3-b]pyridine-5-carboxamide). RXN SMILES: Br[C:2]1[O:23][C:5]2[N:6]([CH3:22])[CH:7]=[C:8]([C:11]([NH:13][CH2:14][C:15]3[CH:20]=[CH:19][C:18]([Cl:21])=[CH:17][CH:16]=3)=[O:12])[C:9](=[O:10])[C:4]=2[CH:3]=1.[N:24]1[CH:29]=[CH:28][CH:27]=[CH:26][C:25]=1[CH:30]([OH:34])[CH2:31][C:32]#[CH:33]>>[Cl:21][C:18]1[CH:19]=[CH:20][C:15]([CH2:14][NH:13][C:11]([C:8]2[C:9](=[O:10])[C:4]3[CH:3]=[C:2]([C:33]#[C:32][CH2:31][CH:30]([OH:34])[C:25]4[CH:26]=[CH:27][CH:28]=[CH:29][N:24]=4)[O:23][C:5]=3[N:6]([CH3:22])[CH:7]=2)=[O:12])=[CH:16][CH:17]=1. Procedure: Analogous to the procedures described in Example 88, 2-bromo-N-(4-chlorobenzyl)-7-methyl-4-oxo-4,7-dihydrofuro[2,3-b]pyridine-5-carboxamide (Example 79) is treated with 1-(pyridin-2-yl)but-3-yn-1-ol (Preparation 76) to afford the title compound. The reactants are COC(CC(C(=O)C1=C(C(=NN1C1=C(C=C(C=C1)OC)F)C)C#N)C)OC (5-(4,4-dimethoxy-2-methylbutanoyl)-1-(2-fluoro-4-methoxyphenyl)-3-methyl-1H-pyrazole-4-carbonitrile), C(=O)(C(F)(F)F)O (TFA), O (water). Run in C(Cl)(Cl)Cl (CHCl3), C(=O)(O)[O-].[Na+] (NaHCO3), C(Cl)Cl (CH2Cl2). Run at time 3 hour. Product: FC1=C(C=CC(=C1)OC)N1N=C(C(=C1C(C(CC=O)C)=O)C#N)C (1-(2-fluoro-4-methoxyphenyl)-3-methyl-5-(2-methyl-4-oxobutanoyl)-1H-pyrazole-4-carbonitrile). Yield: 97.8%. Reaction SMILES: C[O:2][CH:3](OC)[CH2:4][CH:5]([CH3:25])[C:6]([C:8]1[N:12]([C:13]2[CH:18]=[CH:17][C:16]([O:19][CH3:20])=[CH:15][C:14]=2[F:21])[N:11]=[C:10]([CH3:22])[C:9]=1[C:23]#[N:24])=[O:7].C(O)(C(F)(F)F)=O.O>C(Cl)(Cl)Cl.C([O-])(O)=O.[Na+].C(Cl)Cl>[F:21][C:14]1[CH:15]=[C:16]([O:19][CH3:20])[CH:17]=[CH:18][C:13]=1[N:12]1[C:8]([C:6](=[O:7])[CH:5]([CH3:25])[CH2:4][CH:3]=[O:2])=[C:9]([C:23]#[N:24])[C:10]([CH3:22])=[N:11]1 |f:4.5|. Procedure details: A solution of 5-(4,4-dimethoxy-2-methylbutanoyl)-1-(2-fluoro-4-methoxyphenyl)-3-methyl-1H-pyrazole-4-carbonitrile (33 mg, 0.09 mmol) in CHCl3 (1.5 mL) was added TFA (0.4 mL) and water (0.4 mL) and the reaction was stirred 3 h at room temperature. The mixture was diluted with saturated aqueous solution of NaHCO3 and CH2Cl2. The organic phase was separated and the aqueous phase was extracted with CH2Cl2. The organic phase was then washed with saturated aqueous solution of NaHCO3. The combined extr... The reactants are COC(=O)C=1C(=C2C=C(C(N(C2=CN1)[C@H](C)C1=CC=CC=C1)=O)C1=CC=CC=C1)O ((R)-5-hydroxy-2-oxo-3-phenyl-1-(1-phenyl-ethyl)-1,2-dihydro-[1,7]naphthyridine-6-carboxylic acid methyl ester), NCCC(=O)O (β-alanine), C[O-].[Na+] (NaOMe). The product is OC1=C2C=C(C(N(C2=CN=C1C(=O)NCCC(=O)O)[C@H](C)C1=CC=CC=C1)=O)C1=CC=CC=C1 ((R)-3-{[5-Hydroxy-2-oxo-3-phenyl-1-(1-phenyl-ethyl)-1,2-dihydro-[1,7]naphthyridine-6-carbonyl]-amino}-propionic acid). Yield: 64.1%. Reaction SMILES: CO[C:3]([C:5]1[C:6]([OH:30])=[C:7]2[C:12](=[CH:13][N:14]=1)[N:11]([C@@H:15]([C:17]1[CH:22]=[CH:21][CH:20]=[CH:19][CH:18]=1)[CH3:16])[C:10](=[O:23])[C:9]([C:24]1[CH:29]=[CH:28][CH:27]=[CH:26][CH:25]=1)=[CH:8]2)=[O:4].[NH2:31][CH2:32][CH2:33][C:34]([OH:36])=[O:35].C[O-].[Na+]>>[OH:30][C:6]1[C:5]([C:3]([NH:31][CH2:32][CH2:33][C:34]([OH:36])=[O:35])=[O:4])=[N:14][CH:13]=[C:12]2[C:7]=1[CH:8]=[C:9]([C:24]1[CH:29]=[CH:28][CH:27]=[CH:26][CH:25]=1)[C:10](=[O:23])[N:11]2[C@@H:15]([C:17]1[CH:18]=[CH:19][CH:20]=[CH:21][CH:22]=1)[CH3:16] |f:2.3|. Reported procedure: A mixture of (R)-5-hydroxy-2-oxo-3-phenyl-1-(1-phenyl-ethyl)-1,2-dihydro-[1,7]naphthyridine-6-carboxylic acid methyl ester (30 mg, 0.075 mmol), β-alanine (535 mg, 6.0 mmol) and NaOMe solution (9 mL, 4.5 mmol, 0.5 M in MeOH) was refluxed for 16 h. After the mixture was cooled to r.t., the solvent was evaporated in vacuo. The residue was partitioned between EtOAc and water. 1 M HCl was added with vigorous stirring until pH was about 3. The aqueous layer was extracted with additional EtOAc, and the... Starting materials: ClC1=C(C(=CC=C1)Cl)N1N=C(NC1=O)C1=CC(=C(C(=O)OC)C=C1)OC (methyl 4-(1-(2,6-dichlorophenyl)-5-oxo-4,5-dihydro-1H-1,2,4-triazol-3-yl)-2-methoxybenzoate), FC1=C(C=C(N)C=C1)C(F)(F)F (4-fluoro-3-(trifluoromethyl)aniline), C[Al](C)C (trimethyl aluminum). Solvent: C1(=CC=CC=C1)C (toluene). Yields the product ClC1=C(C(=CC=C1)Cl)N1N=C(NC1=O)C1=CC(=C(C(=O)NC2=CC(=C(C=C2)F)C(F)(F)F)C=C1)OC (4-(1-(2,6-Dichlorophenyl)-5-oxo-4,5-dihydro-1H-1,2,4-triazol-3-yl)-N-(4-fluoro-3-(trifluoromethyl)phenyl)-2-methoxybenzamide). The yield is 43.5%. As a reaction SMILES: [Cl:1][C:2]1[CH:7]=[CH:6][CH:5]=[C:4]([Cl:8])[C:3]=1[N:9]1[C:13](=[O:14])[NH:12][C:11]([C:15]2[CH:24]=[CH:23][C:18]([C:19]([O:21]C)=O)=[C:17]([O:25][CH3:26])[CH:16]=2)=[N:10]1.[F:27][C:28]1[CH:34]=[CH:33][C:31]([NH2:32])=[CH:30][C:29]=1[C:35]([F:38])([F:37])[F:36].C[Al](C)C>C1(C)C=CC=CC=1>[Cl:8][C:4]1[CH:5]=[CH:6][CH:7]=[C:2]([Cl:1])[C:3]=1[N:9]1[C:13](=[O:14])[NH:12][C:11]([C:15]2[CH:24]=[CH:23][C:18]([C:19]([NH:32][C:31]3[CH:33]=[CH:34][C:28]([F:27])=[C:29]([C:35]([F:38])([F:36])[F:37])[CH:30]=3)=[O:21])=[C:17]([O:25][CH3:26])[CH:16]=2)=[N:10]1. Procedure: The title compound was prepared by following the procedure as described for step-6 of Intermediate-26 by using methyl 4-(1-(2,6-dichlorophenyl)-5-oxo-4,5-dihydro-1H-1,2,4-triazol-3-yl)-2-methoxybenzoate (Intermediate-46, 0.070 g, 0.17 mmol), 4-fluoro-3-(trifluoromethyl)aniline (0.048 g, 0.26 mmol), trimethyl aluminum (2M solution in toluene) (0.5 mL) and dry toluene (5.0 mL) to afford 0.040 g of desired product. 1H NMR (300 MHz, DMSO d6): δ 3.95 (s, 3H), 7.49-7.64 (m, 4H), 7.72-7.76 (m, 3H), 7.9...